From a dataset of the Open Reaction Database (ORD), a public repository of structured organic reaction records. describe an organic reaction: reactants, conditions, products, and yield The reactants are CO, OCC1CCN(Cc2ccccc2)CC1O. Yields the product OCC1CCNCC1O. As a reaction SMILES: [CH3:17][OH:18].[c:1]1([CH2:2][N:8]2[CH2:9][CH:10]([OH:16])[CH:11]([CH2:14][OH:15])[CH2:12][CH2:13]2)[cH:3][cH:4][cH:5][cH:6][cH:7]1>>[NH:8]1[CH2:9][CH:10]([OH:16])[CH:11]([CH2:14][OH:15])[CH2:12][CH2:13]1. Starting materials: C(C)(C)(C)N1CCN(CC1)C=1C=CC(=NC1)N1CCNC2=CC=CC=C12 (1-[5-(4-tert-butyl-piperazin-1-yl)pyridin-2-yl]-1,2,3,4-tetrahydroquinoxaline), ClC(Cl)(OC(OC(Cl)(Cl)Cl)=O)Cl (triphosgene). The solvent is C(C)N(CC)CC (triethylamine), ClCCl (dichloromethane). Conditions: time 15 minute. Product: C(C)(C)(C)N1CCN(CC1)C=1C=CC(=NC1)N1CCN(C2=CC=CC=C12)C(=O)Cl (4-[5-(4-tert-butyl-piperazin-1-yl)pyridin-2-yl]-3,4-dihydro-2H-quinoxaline-1-carbonyl chloride). RXN SMILES: [C:1]([N:5]1[CH2:10][CH2:9][N:8]([C:11]2[CH:12]=[CH:13][C:14]([N:17]3[C:26]4[C:21](=[CH:22][CH:23]=[CH:24][CH:25]=4)[NH:20][CH2:19][CH2:18]3)=[N:15][CH:16]=2)[CH2:7][CH2:6]1)([CH3:4])([CH3:3])[CH3:2].[Cl:27][C:28](Cl)([O:30]C(=O)OC(Cl)(Cl)Cl)Cl>ClCCl.C(N(CC)CC)C>[C:1]([N:5]1[CH2:10][CH2:9][N:8]([C:11]2[CH:12]=[CH:13][C:14]([N:17]3[C:26]4[C:21](=[CH:22][CH:23]=[CH:24][CH:25]=4)[N:20]([C:28]([Cl:27])=[O:30])[CH2:19][CH2:18]3)=[N:15][CH:16]=2)[CH2:7][CH2:6]1)([CH3:4])([CH3:2])[CH3:3]. Procedure details: 0.430 g of 1-[5-(4-tert-butyl-piperazin-1-yl)pyridin-2-yl]-1,2,3,4-tetrahydroquinoxaline is put in 12.23 ml of dichloromethane and 0.51 ml of triethylamine, then 0.181 g of triphosgene is added at 0° C. The reaction mixture is stirred at room temperature under nitrogen atmosphere for 15 minutes to form 4-[5-(4-tert-butyl-piperazin-1-yl)pyridin-2-yl]-3,4-dihydro-2H-quinoxaline-1-carbonyl chloride. 0.378 g of trans N-(4-amino-adamantan-1-yl)-methanesulfonamide is prepared in 10 ml of dimethyl form... Reaction SMILES: [CH2:26]1[O:27][CH2:28][CH2:29][CH2:30]1.[CH3:1][O:2][C:3](=[O:4])[c:5]1[c:6](=[O:23])[n:7]([CH3:22])[c:8](-[c:12]2[cH:13][c:14]([C:18]([F:19])([F:20])[F:21])[cH:15][cH:16][cH:17]2)[cH:9][c:10]1[CH3:11].[CH3:31][OH:32].[Li+:24].[OH-:25]>>[O:2]=[C:3]([OH:4])[c:5]1[c:6](=[O:23])[n:7]([CH3:22])[c:8](-[c:12]2[cH:13][c:14]([C:18]([F:19])([F:20])[F:21])[cH:15][cH:16][cH:17]2)[cH:9][c:10]1[CH3:11]. Starting materials: C1CCOC1, COC(=O)c1c(C)cc(-c2cccc(C(F)(F)F)c2)n(C)c1=O, CO, [Li+], [OH-]. Yields the product Cc1cc(-c2cccc(C(F)(F)F)c2)n(C)c(=O)c1C(=O)O. Starting materials: CN1CCCC1Cn1ccc2cc(Br)ccc21, CC(C)(C)P(C(C)(C)C)C(C)(C)C, C[Si](C)(C)[N-][Si](C)(C)C, [Li+], O=C(C=Cc1ccccc1)C=Cc1ccccc1, O=C(C=Cc1ccccc1)C=Cc1ccccc1, O=C(C=Cc1ccccc1)C=Cc1ccccc1, C1CCOC1, [Pd], [Pd]. The product is CN1CCCC1Cn1ccc2cc(N)ccc21. RXN SMILES: [Br:1][c:2]1[cH:3][c:4]2[cH:5][cH:6][n:7]([CH2:11][CH:12]3[N:13]([CH3:17])[CH2:14][CH2:15][CH2:16]3)[c:8]2[cH:9][cH:10]1.[C:18]([P:19]([C:20]([CH3:21])([CH3:22])[CH3:23])[C:24]([CH3:25])([CH3:26])[CH3:27])([CH3:28])([CH3:29])[CH3:30].[CH3:31][Si:32]([N-:35][Si:33]([CH3:34])([CH3:36])[CH3:37])([CH3:38])[CH3:39].[Li+:40].[O:43]=[C:44]([CH:45]=[CH:46][c:47]1[cH:48][cH:49][cH:50][cH:51][cH:52]1)[CH:53]=[CH:54][c:55]1[cH:56][cH:57][cH:58][cH:59][cH:60]1.[O:61]=[C:62]([CH:63]=[CH:64][c:65]1[cH:66][cH:67][cH:68][cH:69][cH:70]1)[CH:71]=[CH:72][c:73]1[cH:74][cH:75][cH:76][cH:77][cH:78]1.[O:79]=[C:80]([CH:81]=[CH:82][c:83]1[cH:84][cH:85][cH:86][cH:87][cH:88]1)[CH:89]=[CH:90][c:91]1[cH:92][cH:93][cH:94][cH:95][cH:96]1.[O:97]1[CH2:98][CH2:99][CH2:100][CH2:101]1.[Pd:41].[Pd:42]>>[c:2]1([NH2:35])[cH:3][c:4]2[cH:5][cH:6][n:7]([CH2:11][CH:12]3[N:13]([CH3:17])[CH2:14][CH2:15][CH2:16]3)[c:8]2[cH:9][cH:10]1. Starting materials: CC#CC(=O)O, CN1CCOCC1, CC(C)COC(=O)Cl, N#Cc1cnc2ccc(N)cc2c1Nc1cccc(C(F)(F)F)c1, C1CCOC1. The product is CC#CC(=O)Nc1ccc2ncc(C#N)c(Nc3cccc(C(F)(F)F)c3)c2c1. As a reaction SMILES: [C:16]([C:17]#[C:18][CH3:19])(=[O:20])[OH:21].[CH3:9][N:10]1[CH2:11][CH2:12][O:13][CH2:14][CH2:15]1.[Cl:1][C:2]([O:3][CH2:4][CH:5]([CH3:6])[CH3:7])=[O:8].[NH2:22][c:23]1[cH:24][c:25]2[c:26]([NH:35][c:36]3[cH:37][c:38]([C:42]([F:43])([F:44])[F:45])[cH:39][cH:40][cH:41]3)[c:27]([C:33]#[N:34])[cH:28][n:29][c:30]2[cH:31][cH:32]1.[O:46]1[CH2:47][CH2:48][CH2:49][CH2:50]1>>[C:16]([C:17]#[C:18][CH3:19])(=[O:21])[NH:22][c:23]1[cH:24][c:25]2[c:26]([NH:35][c:36]3[cH:37][c:38]([C:42]([F:43])([F:44])[F:45])[cH:39][cH:40][cH:41]3)[c:27]([C:33]#[N:34])[cH:28][n:29][c:30]2[cH:31][cH:32]1. Reactants: O=C([O-])C=CC(=O)[O-], BrCCc1ccccc1, CCOCC, [I-], [K+], [K+], [K+], O=C([O-])[O-], CN(C)C=O, O, CNCCC1(c2ccccc2)COc2ccccc21. The product is O=C(O)C=CC(=O)O, CNCC(CCc1ccccc1)C1(c2ccccc2)COc2ccccc21. As a reaction SMILES: [C:37]([CH:38]=[CH:39][C:40](=[O:41])[O-:42])(=[O:43])[O-:44].[CH2:26]([CH2:27][c:28]1[cH:29][cH:30][cH:31][cH:32][cH:33]1)[Br:34].[CH3:45][CH2:46][O:47][CH2:48][CH3:49].[I-:36].[K+:20].[K+:21].[K+:35].[O-:22][C:23]([O-:24])=[O:25].[O:51]=[CH:52][N:53]([CH3:54])[CH3:55].[OH2:50].[c:1]1([C:7]2([CH2:16][CH2:17][NH:18][CH3:19])[CH2:8][O:9][c:10]3[c:11]2[cH:12][cH:13][cH:14][cH:15]3)[cH:2][cH:3][cH:4][cH:5][cH:6]1>>[C:37]([CH:38]=[CH:39][C:40](=[O:41])[OH:42])(=[O:43])[OH:44].[c:1]1([C:7]2([CH:16]([CH2:17][NH:18][CH3:19])[CH2:26][CH2:27][c:28]3[cH:29][cH:30][cH:31][cH:32][cH:33]3)[CH2:8][O:9][c:10]3[c:11]2[cH:12][cH:13][cH:14][cH:15]3)[cH:2][cH:3][cH:4][cH:5][cH:6]1. Starting materials: O=C([O-])O, CC=C(C)C, COC(=O)c1c[nH]nc1C, CC#N, [Na+], O, Cc1ccc(S(=O)(=O)O)cc1. Yields the product CCC(C)(C)n1cc(C(=O)OC)c(C)n1. RXN SMILES: [C:28](=[O:29])([O-:30])[OH:31].[CH3:11][C:12]([CH3:13])=[CH:14][CH3:15].[CH3:1][c:2]1[n:3][nH:4][cH:5][c:6]1[C:7](=[O:8])[O:9][CH3:10].[CH3:33][C:34]#[N:35].[Na+:32].[OH2:16].[c:17]1([CH3:18])[cH:19][cH:20][c:21]([S:22]([OH:23])(=[O:24])=[O:25])[cH:26][cH:27]1>>[CH3:1][c:2]1[n:3][n:4]([C:12]([CH3:11])([CH3:13])[CH2:14][CH3:15])[cH:5][c:6]1[C:7](=[O:8])[O:9][CH3:10].